Dataset: the Open Reaction Database (ORD), a public repository of structured organic reaction records. Task: describe an organic reaction: reactants, conditions, products, and yield The reactants are Cl (hydrochloric acid), FC1=C(C=CC(=C1NC1=NC=CC=C1C1=C2N=CN(C2=NC=N1)C1OCCCC1)F)NS(=O)(=O)C=1OC(=CC1)C (N-(2,4-difluoro-3-(3-(9-(tetrahydro-2H-pyran-2-yl)-9H-purin-6-yl)pyridin-2-ylamino)phenyl)-5-methylfuran-2-sulfonamide), target compound. Reaction conditions: time 2 hour. Product: N1=CN=C2NC=NC2=C1C=1C(=NC=CC1)NC=1C(=C(C=CC1F)NS(=O)(=O)C=1OC(=CC1)C)F (N-(3-(3-(9H-purin-6-yl)pyridin-2-ylamino)-2,4-difluorophenyl)-5-methylfuran-2-sulfonamide). Isolated yield 81.0%. Reaction SMILES: Cl.[F:2][C:3]1[C:8]([NH:9][C:10]2[C:15]([C:16]3[N:24]=[CH:23][N:22]=[C:21]4[C:17]=3[N:18]=[CH:19][N:20]4C3CCCCO3)=[CH:14][CH:13]=[CH:12][N:11]=2)=[C:7]([F:31])[CH:6]=[CH:5][C:4]=1[NH:32][S:33]([C:36]1[O:37][C:38]([CH3:41])=[CH:39][CH:40]=1)(=[O:35])=[O:34]>>[N:24]1[C:16]([C:15]2[C:10]([NH:9][C:8]3[C:3]([F:2])=[C:4]([NH:32][S:33]([C:36]4[O:37][C:38]([CH3:41])=[CH:39][CH:40]=4)(=[O:34])=[O:35])[CH:5]=[CH:6][C:7]=3[F:31])=[N:11][CH:12]=[CH:13][CH:14]=2)=[C:17]2[C:21]([NH:20][CH:19]=[N:18]2)=[N:22][CH:23]=1. Reported procedure: 1M aqueous hydrochloric acid solution was added into the N-(2,4-difluoro-3-(3-(9-(tetrahydro-2H-pyran-2-yl)-9H-purin-6-yl)pyridin-2-ylamino)phenyl)-5-methylfuran-2-sulfonamide (12 mg, 0.020 mmol) prepared at Step 10 and stirred for 2 hours. After the reaction, the reactant was washed with an aqueous solution of sodium hydrogen carbonate and salt water. After extraction with ethylacetate, the organic layer was dried with sulfuric anhydride magnesium and vacuum concentrated, and then refined by me... The reactants are C=CCON=C(C(=O)OC)c1nsc(NP(=O)(OC)OC)n1, Cl, [Na+], C1CCOC1, [OH-]. Product: C=CCON=C(C(=O)[O-])c1nsc(NP(=O)(OC)OC)n1, [Na+]. Reaction SMILES: [CH2:1]([CH:2]=[CH2:3])[O:4][N:5]=[C:6]([C:7](=[O:8])[O:9][CH3:10])[c:11]1[n:12][s:13][c:14]([NH:16][P:17](=[O:18])([O:19][CH3:20])[O:21][CH3:22])[n:15]1.[ClH:25].[Na+:24].[O:26]1[CH2:27][CH2:28][CH2:29][CH2:30]1.[OH-:23]>>[CH2:1]([CH:2]=[CH2:3])[O:4][N:5]=[C:6]([C:7](=[O:8])[O-:9])[c:11]1[n:12][s:13][c:14]([NH:16][P:17](=[O:18])([O:19][CH3:20])[O:21][CH3:22])[n:15]1.[Na+:24].